This data is from the Open Reaction Database (ORD), a public repository of structured organic reaction records. The task is: describe an organic reaction: reactants, conditions, products, and yield The reactants are C(C)(C)(C)OC(=O)N1CCN(CC1)C1=NC=CN=C1Cl (3′-chloro-2,3,5,6-tetrahydro-[1,2′]bipyrazinyl-4-carboxylic acid tert-butyl ester), N1=CC=C(C=C1)CO (pyridin-4-yl-methanol), C(C)(C)(C)C([O-])CCC.[K+] (potassium tert-butyl butoxide), C(C)(C)(C)O (t-butanol). Conditions: time 8 hour. The product is C(C)(C)(C)OC(=O)N1CCN(CC1)C1=NC=CN=C1OCC1=CC=NC=C1 (3′-(Pyridin-4-ylmethoxy)-2,3,5,6-tetrahydro-[1,2′]bipyrazinyl-4-carboxylic acid tert-butyl ester). Yield: 71.2%. Reaction SMILES: [C:1]([O:5][C:6]([N:8]1[CH2:13][CH2:12][N:11]([C:14]2[C:19](Cl)=[N:18][CH:17]=[CH:16][N:15]=2)[CH2:10][CH2:9]1)=[O:7])([CH3:4])([CH3:3])[CH3:2].[N:21]1[CH:26]=[CH:25][C:24]([CH2:27][OH:28])=[CH:23][CH:22]=1.C(C(CCC)[O-])(C)(C)C.[K+].C(O)(C)(C)C>>[C:1]([O:5][C:6]([N:8]1[CH2:13][CH2:12][N:11]([C:14]2[C:19]([O:28][CH2:27][C:24]3[CH:25]=[CH:26][N:21]=[CH:22][CH:23]=3)=[N:18][CH:17]=[CH:16][N:15]=2)[CH2:10][CH2:9]1)=[O:7])([CH3:4])([CH3:3])[CH3:2] |f:2.3|. Procedure: To a round bottom flask equipped with a magnetic stir bar was added 3′-chloro-2,3,5,6-tetrahydro-[1,2′]bipyrazinyl-4-carboxylic acid tert-butyl ester (7.89 g, 26.4 mmol, 1.0 eq.), pyridin-4-yl-methanol (3.74 g, 34.3 mmol, 1.3 eq) and 1M potassium tert-butyl butoxide in t-butanol (72 ml, 72 mmol, 2.7 eq). The reaction was then stirred overnight at room temperature after which the solvent was removed. The solid was then diluted with EtOAc, washed 3× with water, 2×NaHCO3, 2× with brine, and dried o... Starting materials: C([O-])([O-])=O.[K+].[K+] (potassium carbonate), C(C)(C)(C)OC(=O)OC[C@@]1(C=C[C@@H](O1)N1C(=O)NC(=O)C(C)=C1)C#C ((2R,5R)-5-t-Butoxycarbonyloxymethyl-5-ethynyl-2-(thymin-1-yl)-2,5-dihydrofuran). Solvent: CO (methanol). Reaction conditions: temperature 37 celsius, time 4 hour. The product is C(#C)[C@]1(C=C[C@@H](O1)N1C(=O)NC(=O)C(C)=C1)CO (4′-ethynyl-2′,3′-didehydro-3′-deoxythymidine). Isolated yield 89.8%. Reaction SMILES: C(OC([O:8][CH2:9][C@@:10]1([C:24]#[CH:25])[O:14][C@@H:13]([N:15]2[CH:23]=[C:21]([CH3:22])[C:19](=[O:20])[NH:18][C:16]2=[O:17])[CH:12]=[CH:11]1)=O)(C)(C)C.C(=O)([O-])[O-].[K+].[K+]>CO>[C:24]([C@:10]1([CH2:9][OH:8])[O:14][C@@H:13]([N:15]2[CH:23]=[C:21]([CH3:22])[C:19](=[O:20])[NH:18][C:16]2=[O:17])[CH:12]=[CH:11]1)#[CH:25] |f:1.2.3|. Procedure details: (2R,5R)-5-t-Butoxycarbonyloxymethyl-5-ethynyl-2-(thymin-1-yl)-2,5-dihydrofuran (5 g) was added to a glass reactor under nitrogen, and methanol (150 g) and potassium carbonate (9.9 g) were added. The mixture was stirred at 37° C. for 4 hours. The reaction mixture was concentrated and dissolved in water. Aqueous sodium hydroxide and toluene were added to the solution under stirring for phase separation, and hydrochloric acid and methyl ethyl ketone were added to the aqueous layer, followed by stir... Starting materials: COC=1C=C(C=C(C1OC)OC)P(OCC1=CC=CC=C1)(OCC1=CC=CC=C1)=O (Dibenzyl 3,4,5-trimethoxyphenylphosphonate), C(C)OP(OCC)[O-] (diethylphosphite). Product: COC=1C=C(C=C(C1OC)OC)P(OCC)(OCC)=O (Diethyl 3,4,5-trimethoxyphenylphosphonate). RXN SMILES: [CH3:1][O:2][C:3]1[CH:4]=[C:5]([P:13](=[O:30])([O:22][CH2:23][C:24]2C=CC=CC=2)[O:14][CH2:15][C:16]2C=CC=CC=2)[CH:6]=[C:7]([O:11][CH3:12])[C:8]=1[O:9][CH3:10].C(OP([O-])OCC)C>>[CH3:1][O:2][C:3]1[CH:4]=[C:5]([P:13](=[O:30])([O:22][CH2:23][CH3:24])[O:14][CH2:15][CH3:16])[CH:6]=[C:7]([O:11][CH3:12])[C:8]=1[O:9][CH3:10]. Reported procedure: Compound 11 is synthesized following the procedure for Compound 2, using diethylphosphite. Reactants: COC(=C)C1=CC=CC=C1 (α-methoxystyrene), C1(=CC=CC=C1)C#C (phenylacetylene), COC(C)(C1=CC=CC=C1)OC (acetophenone dimethyl ketal), Triphenylphosphine gold(I) methyl, CS(=O)(=O)O (methanesulfonic acid), COC(=C)C1=CC=CC=C1 (α-methoxystyrene). Run at temperature 40 celsius. Product: COC(=CC(=C)C1=CC=CC=C1)C1=CC=CC=C1 (1-methoxy-1,3-diphenylbutadiene), C(C)(=O)C1=CC=CC=C1 (acetophenone), C1(=CC=CC=C1)C1=CC(=CC(=C1)C1=CC=CC=C1)C1=CC=CC=C1 (1,3,5-triphenylbenzene). Isolated yield 2.0%. As a reaction SMILES: CS(O)(=O)=O.[C:6]1([C:12]#[CH:13])[CH:11]=[CH:10][CH:9]=[CH:8][CH:7]=1.[CH3:14][O:15][C:16]([C:18]1[CH:23]=[CH:22][CH:21]=[CH:20][CH:19]=1)=[CH2:17].C[O:25][C:26](OC)([C:28]1[CH:33]=[CH:32][CH:31]=[CH:30][CH:29]=1)[CH3:27]>>[CH3:14][O:15][C:16]([C:18]1[CH:23]=[CH:22][CH:21]=[CH:20][CH:19]=1)=[CH:17][C:12]([C:6]1[CH:11]=[CH:10][CH:9]=[CH:8][CH:7]=1)=[CH2:13].[C:26]([C:28]1[CH:33]=[CH:32][CH:31]=[CH:30][CH:29]=1)(=[O:25])[CH3:27].[C:6]1([C:12]2[CH:27]=[C:26]([C:28]3[CH:33]=[CH:32][CH:31]=[CH:30][CH:29]=3)[CH:17]=[C:16]([C:18]3[CH:23]=[CH:22][CH:21]=[CH:20][CH:19]=3)[CH:13]=2)[CH:11]=[CH:10][CH:9]=[CH:8][CH:7]=1. Procedure details: In a flask equipped with thermometer and reflux condenser, methanol (8.01 g, 250 mmol) and phenylacetylene (6.38 g, 62.5 mmol) were provided and heated to 40° C. Triphenylphosphine gold(I) methyl (14.8 mg, 31.2 μmol) and methanesulfonic acid (40.6 μl, 625 μmol) were then added in rapid succession. After a reaction time of 8 h, 99% of the phenylacetylene had been converted. The main products formed were α-methoxystyrene (selectivity (S)=61%) and acetophenone dimethyl ketal (S=20%). Subsequent aci... Starting materials: Cl (hydrochloric acid), NC1=C(C=O)C=CC=N1 (2-aminonicotinaldehyde), BrCC(C)=O (bromoacetone). Solvent: O (water), C(C)O (ethanol), C(OC)COC (dimethoxyethane), C(C)O (ethanol). Run at time 2 hour. Product: CC=1N=C2N(C=CC=C2C=O)C1 (2-methyl-8-formylimidazo[1,2-a]pyridine). Reaction SMILES: [NH2:1][C:2]1[N:9]=[CH:8][CH:7]=[CH:6][C:3]=1[CH:4]=[O:5].Br[CH2:11][C:12](=O)[CH3:13].Cl>C(COC)OC.C(O)C.O>[CH3:13][C:12]1[N:1]=[C:2]2[C:3]([CH:4]=[O:5])=[CH:6][CH:7]=[CH:8][N:9]2[CH:11]=1. Procedure: A mixture of 2-aminonicotinaldehyde (92.8 g, 0.76 mol) and bromoacetone (114.5 g, 0.84 mol) in dimethoxyethane (980 ml) is stirred for 2 hr. at room temperature and then heated at 65° with stirring for 14 hr. The solid which separates is isolated by filtration, dissolved in 800 ml absolute ethanol and heated under reflux for 6 hrs. The ethanol solvent isremoved under reduced pressure and the residue treated with 138 ml 6 N hydrochloric acid in 750 ml water for 0.5 hr. The acidic aqueous layer is... Starting materials: C(CCCCCCCCC)C(CN=C(O)C1=C(C(=C(C=2C(=C(C(=C(C12)C(=O)O)Br)Br)C(=O)O)C(O)=NCC(CCCCCCCCCCCC)CCCCCCCCCC)Br)Br)CCCCCCCCCCCC (N,N′-di(2-decyltetradecyl)-2,3,6,7-tetrabromonaphthalene-1,4,5,8-tetracarboxylic acid diimide), C(CCC)C(CN)CCCCCC (2-butyloctyl amine). The product is C(CCC)C(CN=C(O)C1=C(C(=C(C=2C(=C(C(=C(C12)C(=O)O)Br)Br)C(=O)O)C(O)=NCC(CCCCCC)CCCC)Br)Br)CCCCCC (N,N′-di(2-butyloctyl)-2,3,6,7-tetrabromonaphthalene-1,4,5,8-tetracarboxylic acid diimide). Isolated yield 25.0%. RXN SMILES: [CH2:1]([CH:11]([CH2:63][CH2:64][CH2:65][CH2:66][CH2:67][CH2:68]CCCCCC)[CH2:12][N:13]=[C:14]([C:16]1[C:25]2[C:24]([C:26]([OH:28])=[O:27])=[C:23]([Br:29])[C:22]([Br:30])=[C:21]([C:31]([OH:33])=[O:32])[C:20]=2[C:19]([C:34](=[N:36][CH2:37][CH:38]([CH2:51][CH2:52][CH2:53][CH2:54]CCCCCC)[CH2:39][CH2:40][CH2:41][CH2:42][CH2:43][CH2:44]CCCCCC)[OH:35])=[C:18]([Br:61])[C:17]=1[Br:62])[OH:15])[CH2:2][CH2:3][CH2:4]CCCCCC.C(C(CCCCCC)CN)CCC>>[CH2:51]([CH:38]([CH2:39][CH2:40][CH2:41][CH2:42][CH2:43][CH3:44])[CH2:37][N:36]=[C:34]([C:19]1[C:20]2[C:21]([C:31]([OH:33])=[O:32])=[C:22]([Br:30])[C:23]([Br:29])=[C:24]([C:26]([OH:28])=[O:27])[C:25]=2[C:16]([C:14](=[N:13][CH2:12][CH:11]([CH2:1][CH2:2][CH2:3][CH3:4])[CH2:63][CH2:64][CH2:65][CH2:66][CH2:67][CH3:68])[OH:15])=[C:17]([Br:62])[C:18]=1[Br:61])[OH:35])[CH2:52][CH2:53][CH3:54]. Reported procedure: The same synthetic method for compound 22 was used except using 2-butyloctyl amine instead of 2-decyltetradecyl amine, and the yield was 25% (calculated based on TBNDA as a starting material). The reactants are COC1=CC=C(N=N1)C(=O)O (6-methoxy-3-pyridazinecarboxylic acid), N,N'-carbonyldiimidazole, NC1=NC2=NC(=CC=C2C=C1)OC1=CC=CC=C1 (2-amino-7-phenoxy-1,8-naphthyridine). Solvent: O (water). Product: O(C1=CC=CC=C1)C1=CC=C2C=CC(=NC2=N1)NC(=O)C=1N=NC(=CC1)OC (N-(7-Phenoxy-1,8-naphthyridin-2-yl)-6-methoxy-3-pyridazinecarboxamide). Isolated yield 70.6%. As a reaction SMILES: [CH3:1][O:2][C:3]1[N:8]=[N:7][C:6]([C:9]([OH:11])=O)=[CH:5][CH:4]=1.[NH2:12][C:13]1[CH:22]=[CH:21][C:20]2[C:15](=[N:16][C:17]([O:23][C:24]3[CH:29]=[CH:28][CH:27]=[CH:26][CH:25]=3)=[CH:18][CH:19]=2)[N:14]=1>O>[O:23]([C:17]1[N:16]=[C:15]2[C:20]([CH:21]=[CH:22][C:13]([NH:12][C:9]([C:6]3[N:7]=[N:8][C:3]([O:2][CH3:1])=[CH:4][CH:5]=3)=[O:11])=[N:14]2)=[CH:19][CH:18]=1)[C:24]1[CH:25]=[CH:26][CH:27]=[CH:28][CH:29]=1. Procedure details: The procedure is similar to that described in Example 2, but starting with 6-methoxy-3-pyridazinecarboxylic acid (2.2 g), N,N'-carbonyldiimidazole (2.3 g) and 2-amino-7-phenoxy-1,8-naphthyridine (2.7 g). The product obtained by precipitation in water is purified by recrystallization in acetonitrile (300 cc). N-(7-Phenoxy-1,8-naphthyridin-2-yl)-6-methoxy-3-pyridazinecarboxamide (3 g), m.p. 95° C., is thereby obtained. Reactants: S(N)(=O)(=O)Cl (sulfamoyl chloride), ClC1=CC=C(OC(CO)(C)C)C=C1 (2-(4-chlorophenoxy)-2-methylpropanol). Product: S(N)(=O)(=O)OCC(C)(C)OC1=CC=C(C=C1)Cl (2-(4-Chlorophenoxy)-2-methylpropanol sulfamate). Yield: 58.0%. RXN SMILES: [S:1](Cl)(=[O:4])(=[O:3])[NH2:2].[Cl:6][C:7]1[CH:18]=[CH:17][C:10]([O:11][C:12]([CH3:16])([CH3:15])[CH2:13][OH:14])=[CH:9][CH:8]=1>>[S:1]([O:14][CH2:13][C:12]([O:11][C:10]1[CH:17]=[CH:18][C:7]([Cl:6])=[CH:8][CH:9]=1)([CH3:15])[CH3:16])(=[O:4])(=[O:3])[NH2:2]. Procedure: The title compound was prepared by procedures of Example 33 from sulfamoyl chloride and 2-(4-chlorophenoxy)-2-methylpropanol to give white solid, mp 76°-79° C., in 58% yield. Starting materials: FC(C=1C=C(C=C(C1)C(F)(F)F)CC#N)(F)F (2-(3,5-bis(trifluoromethyl)phenyl)acetonitrile), BrCCCCBr (1,4-dibromobutane), FC(C1=CC=C(C=C1)C1(CCCC1)C#N)(F)F (1-(4-trifluoromethyl-phenyl)-cyclopentanecarbonitrile). Yields the product FC(C=1C=C(C=C(C1)C(F)(F)F)C1(CCCC1)C#N)(F)F (1-(3,5-bis(trifluoromethyl)phenyl)cyclopentanecarbonitrile). Reaction SMILES: [F:1][C:2]([F:17])([F:16])[C:3]1[CH:4]=[C:5]([CH2:13][C:14]#[N:15])[CH:6]=[C:7]([C:9]([F:12])([F:11])[F:10])[CH:8]=1.Br[CH2:19][CH2:20][CH2:21][CH2:22]Br.FC(F)(F)C1C=CC(C2(C#N)CCCC2)=CC=1>>[F:1][C:2]([F:16])([F:17])[C:3]1[CH:4]=[C:5]([C:13]2([C:14]#[N:15])[CH2:22][CH2:21][CH2:20][CH2:19]2)[CH:6]=[C:7]([C:9]([F:10])([F:11])[F:12])[CH:8]=1. Reported procedure: 1-(3,5-bis(trifluoromethyl)phenyl)cyclopentanecarbonitrile (455) was synthesized from 2-(3,5-bis(trifluoromethyl)phenyl)acetonitrile (454) and 1,4-dibromobutane following the procedure described for 1-(4-trifluoromethyl-phenyl)-cyclopentanecarbonitrile (237). The reactants are COc1cccc(OC)c1-c1cc(C(=O)NC2(C(=O)O)C3CC4CC(C3)CC2C4)nn1-c1ccc(CC(N)=O)c2ccccc12, CO, Cl, [Na], [O-][O-], O. Yields the product COc1cccc(OC)c1-c1cc(C(=O)NC2(C(=O)O)C3CC4CC(C3)CC2C4)nn1-c1ccc(CC(=O)O)c2ccccc12. RXN SMILES: [C:1]([NH2:2])(=[O:3])[CH2:4][c:5]1[cH:6][cH:7][c:8](-[n:15]2[n:16][c:17]([C:30](=[O:31])[NH:32][C:33]3([C:43](=[O:44])[OH:45])[CH:34]4[CH2:35][CH:36]5[CH2:37][CH:38]([CH2:39][CH:40]3[CH2:41]5)[CH2:42]4)[cH:18][c:19]2-[c:20]2[c:21]([O:28][CH3:29])[cH:22][cH:23][cH:24][c:25]2[O:26][CH3:27])[c:9]2[cH:10][cH:11][cH:12][cH:13][c:14]12.[CH3:49][OH:50].[ClH:51].[Na:46].[O-:47][O-:48].[OH2:52]>>[C:1]([OH:3])([CH2:4][c:5]1[cH:6][cH:7][c:8](-[n:15]2[n:16][c:17]([C:30](=[O:31])[NH:32][C:33]3([C:43](=[O:44])[OH:45])[CH:34]4[CH2:35][CH:36]5[CH2:37][CH:38]([CH2:39][CH:40]3[CH2:41]5)[CH2:42]4)[cH:18][c:19]2-[c:20]2[c:21]([O:28][CH3:29])[cH:22][cH:23][cH:24][c:25]2[O:26][CH3:27])[c:9]2[cH:10][cH:11][cH:12][cH:13][c:14]12)=[O:47].